This data is from the Open Reaction Database (ORD), a public repository of structured organic reaction records. The task is: describe an organic reaction: reactants, conditions, products, and yield Reactants: CON(C(C1=CC=CC=C1)=O)C (N-methoxy-N-methylbenzamide), [Li]CCCC (n-BuLi), N12CCN(CC1)CC2 (1,4-diazabicyclo[2.2.2]octane), ClC1=NC(=CC=C1)Cl (2,6-Dichloropyridine). Run in C1CCOC1 (THF), C1CCOC1 (THF). Run at time 1 hour. The product is ClC1=NC(=CC=C1C(=O)C1=CC=CC=C1)Cl ((2,6-dichloropyridin-3-yl)(phenyl)methanone). Isolated yield 14.4%. RXN SMILES: [Li]CCCC.N12CCN(CC1)CC2.[Cl:14][C:15]1[CH:20]=[CH:19][CH:18]=[C:17]([Cl:21])[N:16]=1.CON(C)[C:25](=[O:32])[C:26]1[CH:31]=[CH:30][CH:29]=[CH:28][CH:27]=1>C1COCC1>[Cl:14][C:15]1[C:20]([C:25]([C:26]2[CH:31]=[CH:30][CH:29]=[CH:28][CH:27]=2)=[O:32])=[CH:19][CH:18]=[C:17]([Cl:21])[N:16]=1. Reported procedure: n-BuLi (1.6 M in hexane, 13.94 mL, 22.298 mmol) was added dropwise to a cooled (−78° C.) solution of 1,4-diazabicyclo[2.2.2]octane (2.501 g, 22.298 mmol) in dry THF (40 mL) and stirred for 1 h. 2,6-Dichloropyridine (3.684 g, 20.272 mmol) was added portionwise to the reaction mixture while the color of the reaction mixture turned to pale pink. Stirring was continued for 1 h at −78° C. N-methoxy-N-methylbenzamide (3.0 g, 22.298 mmol) in dry THF (10 mL) was added to the reaction mixture dropwise (c... Reactants: [BH4-], O=C([O-])[O-], COC(=O)c1cc(N)nn1C, CO, Cl, Cl, Cc1onc(-c2ccc(F)cc2)c1C=O, [K+], [K+], [Na+]. Yields the product COC(=O)c1cc(NCc2c(-c3ccc(F)cc3)noc2C)nn1C. Reaction SMILES: [BH4-:34].[C:28](=[O:29])([O-:30])[O-:31].[CH3:17][O:18][C:19](=[O:20])[c:21]1[n:22]([CH3:27])[n:23][c:24]([NH2:26])[cH:25]1.[CH3:37][OH:38].[ClH:16].[ClH:36].[F:1][c:2]1[cH:3][cH:4][c:5](-[c:8]2[n:9][o:10][c:11]([CH3:15])[c:12]2[CH:13]=[O:14])[cH:6][cH:7]1.[K+:32].[K+:33].[Na+:35]>>[F:1][c:2]1[cH:3][cH:4][c:5](-[c:8]2[n:9][o:10][c:11]([CH3:15])[c:12]2[CH2:13][NH:26][c:24]2[n:23][n:22]([CH3:27])[c:21]([C:19]([O:18][CH3:17])=[O:20])[cH:25]2)[cH:6][cH:7]1. Reactants: CC(=O)O[BH-](OC(C)=O)OC(C)=O, C1CCNC1, CC1CCCN1CCCOc1ccc(C2=NC(C)(C=O)CO2)cn1, CC(Cl)Cl, [Na+], O. Yields the product CC1CCCN1CCCOc1ccc(C2=NC(C)(CN3CCCC3)CO2)cn1. RXN SMILES: [C:30]([O:31][BH-:32]([O:33][C:34](=[O:35])[CH3:36])[O:37][C:38](=[O:39])[CH3:40])(=[O:41])[CH3:42].[CH2:25]1[CH2:26][CH2:27][NH:28][CH2:29]1.[CH3:1][C:2]1([CH:23]=[O:24])[N:3]=[C:4]([c:7]2[cH:8][n:9][c:10]([O:13][CH2:14][CH2:15][CH2:16][N:17]3[CH:18]([CH3:22])[CH2:19][CH2:20][CH2:21]3)[cH:11][cH:12]2)[O:5][CH2:6]1.[Cl:45][CH:46]([Cl:47])[CH3:48].[Na+:43].[OH2:44]>>[CH3:1][C:2]1([CH2:23][N:28]2[CH2:27][CH2:26][CH2:25][CH2:29]2)[N:3]=[C:4]([c:7]2[cH:8][n:9][c:10]([O:13][CH2:14][CH2:15][CH2:16][N:17]3[CH:18]([CH3:22])[CH2:19][CH2:20][CH2:21]3)[cH:11][cH:12]2)[O:5][CH2:6]1. Starting materials: C1(=CC=C(C=C1)S(=O)(=O)Cl)C (p-toluenesulfonyl chloride), C(CC)(=O)OC (methyl propionate), C(=O)OC (methyl formate), [H-].[Na+] (sodium hydride). Run in CN(C)C=O (DMF). Run at time 8 hour. Yields the product C/C(/C(=O)OC)=C\OS(=O)(=O)C1=CC=C(C=C1)C ((E)-methyl 2-methyl-3-(p-toluenesulfonyloxy)-2-propenoate). The yield is 22.5%. RXN SMILES: [H-].[Na+].[C:3]([O:7][CH3:8])(=[O:6])[CH2:4][CH3:5].C([O:11][CH3:12])=O.[C:13]1([CH3:23])[CH:18]=[CH:17][C:16]([S:19](Cl)(=[O:21])=[O:20])=[CH:15][CH:14]=1>CN(C=O)C>[CH3:5]/[C:4](=[CH:12]\[O:11][S:19]([C:16]1[CH:17]=[CH:18][C:13]([CH3:23])=[CH:14][CH:15]=1)(=[O:21])=[O:20])/[C:3]([O:7][CH3:8])=[O:6] |f:0.1|. Procedure details: To a suspension of 10.6 g (250 mmol) of sodium hydride (60% in oil) in 150 ml of DMF was added dropwise a mixture of 20 g (226 mmol) of methyl propionate and 20.4 g (340 mmol) of methyl formate under ice cooling and stirred at room temperature overnight. To the reaction mixture was added portionwise 34.6 g (181 mmol) of p-toluenesulfonyl chloride under ice cooling and stirred at room temperature for 1 hour. After dilution with tert-butyl methyl ether, the solution was washed sequentially with wa... Reactants: CC=1C(=CSC1)C1=C(C=C(C(=O)OC)C=C1)C(F)(F)F (methyl 4-(4-methyl-3-thienyl)-3-(trifluoromethyl)benzoate), [OH-].[Na+] (sodium hydroxide). Solvent: O (water), CCO (EtOH). Run at temperature 60 celsius, time 2 hour. The product is CC=1C(=CSC1)C1=C(C=C(C(=O)O)C=C1)C(F)(F)F (4-(4-methyl-3-thienyl)-3-(trifluoromethyl)benzoic acid). Isolated yield 90.9%. RXN SMILES: [CH3:1][C:2]1[C:3]([C:7]2[CH:16]=[CH:15][C:10]([C:11]([O:13]C)=[O:12])=[CH:9][C:8]=2[C:17]([F:20])([F:19])[F:18])=[CH:4][S:5][CH:6]=1.[OH-].[Na+]>CCO.O>[CH3:1][C:2]1[C:3]([C:7]2[CH:16]=[CH:15][C:10]([C:11]([OH:13])=[O:12])=[CH:9][C:8]=2[C:17]([F:20])([F:18])[F:19])=[CH:4][S:5][CH:6]=1 |f:1.2|. Procedure details: A solution of methyl 4-(4-methyl-3-thienyl)-3-(trifluoromethyl)benzoate (3 g; 9.99 mmol; 1 eq.) in EtOH (90 mL) at RT was treated with sodium hydroxide (5.99 mL; 5 M; 29.97 mmol; 3 eq.). The reaction mixture was stirred at 60° C. for 2 hours. The reaction mixture was concentrated to give a brown solid which was taken up in water (300 mL) and the aqueous phase was washed twice with EtOAc. The aqueous phase was acidified with HCl cc to pH 2 and extracted with EtOAc (250 mL). The organic layer was ... Starting materials: [Br-], [Br-], [Br-], ClCCl, COC(=O)c1sccc1N, CO, [Ca+2], O=C([O-])[O-], C[N+](C)(C)c1ccccc1, C[N+](C)(C)c1ccccc1, C[N+](C)(C)c1ccccc1. Product: COC(=O)c1sc(Br)cc1N. Reaction SMILES: [Br-:11].[Br-:12].[Br-:13].[CH2:49]([Cl:50])[Cl:51].[CH3:1][O:2][C:3](=[O:4])[c:5]1[s:6][cH:7][cH:8][c:9]1[NH2:10].[CH3:52][OH:53].[Ca+2:44].[O-:45][C:46](=[O:47])[O-:48].[c:14]1([N+:15]([CH3:16])([CH3:17])[CH3:18])[cH:19][cH:20][cH:21][cH:22][cH:23]1.[c:24]1([N+:25]([CH3:26])([CH3:27])[CH3:28])[cH:29][cH:30][cH:31][cH:32][cH:33]1.[c:34]1([N+:35]([CH3:36])([CH3:37])[CH3:38])[cH:39][cH:40][cH:41][cH:42][cH:43]1>>[CH3:1][O:2][C:3](=[O:4])[c:5]1[s:6][c:7]([Br:11])[cH:8][c:9]1[NH2:10].